From a dataset of the Open Reaction Database (ORD), a public repository of structured organic reaction records. describe an organic reaction: reactants, conditions, products, and yield Starting materials: C1(=CC=CC=C1)COC=1C(=NC(=NC1)C(F)(F)F)N1CCC(CC1)CN1C(CCC1)=O (1-[[1-[5-(Phenylmethoxy)-2-(trifluoromethyl)-4-pyrimidinyl]-4-piperidinyl]methyl]-2-pyrrolidinone). Reagents/catalysts: [Pd] (Pd/C). Run in C(C)O (ethanol). The product is OC=1C(=NC(=NC1)C(F)(F)F)N1CCC(CC1)CN1C(CCC1)=O (1-[[1-[5-hydroxy-2-(trifluoromethyl)-4-pyrimidinyl]-4-piperidinyl]methyl]-2-pyrrolidinone). Yield: 55.3%. RXN SMILES: C1(C[O:8][C:9]2[C:10]([N:19]3[CH2:24][CH2:23][CH:22]([CH2:25][N:26]4[CH2:30][CH2:29][CH2:28][C:27]4=[O:31])[CH2:21][CH2:20]3)=[N:11][C:12]([C:15]([F:18])([F:17])[F:16])=[N:13][CH:14]=2)C=CC=CC=1>C(O)C.[Pd]>[OH:8][C:9]1[C:10]([N:19]2[CH2:24][CH2:23][CH:22]([CH2:25][N:26]3[CH2:30][CH2:29][CH2:28][C:27]3=[O:31])[CH2:21][CH2:20]2)=[N:11][C:12]([C:15]([F:17])([F:16])[F:18])=[N:13][CH:14]=1. Procedure: A solution of XXVI (0.90 g, 2.1 mmol) in ethanol (75 mL) was hydrogenated with 10% Pd/C (0.20 g) at 60 psi for 2 hr. The mixture was filtered and concentrated in vacuo to give the product as a white powder (0.40 g, 54%, mp: 213°-215°). Starting materials: ClC(=O)N1C(NCC1)=O (N-chlorocarbonyl-imidazolid-2-one), N (NH3). Solvent: O1CCCC1 (tetrahydrofurane), O1CCCC1 (tetrahydrofurane). Product: NC(=O)N1C(NCC1)=O (N-aminocarbonyl-imidazolid-2-one). As a reaction SMILES: Cl[C:2]([N:4]1[CH2:8][CH2:7][NH:6][C:5]1=[O:9])=[O:3].[NH3:10]>O1CCCC1>[NH2:10][C:2]([N:4]1[CH2:8][CH2:7][NH:6][C:5]1=[O:9])=[O:3]. Procedure details: 29.7 parts by weight of N-chlorocarbonyl-imidazolid-2-one, were reacted at pH = 8.5 and room temperature with 20 parts by volume of 25% strength aqueous solution of NH3 in 80% strength aqueous tetrahydrofurane. After stripping off the tetrahydrofurane in vacuo, the product which precipitated was filtered off and washed with a little ice water. Yield after drying over P2O5 in a desiccator: 62%. Melting point 200° C. Reported procedure: To a mixture of 8-[(3S)-3-(acetylamino)pyrrolidin-1-yl]-5-chloro-N-methoxy-N-methylquinoline-7-carboxamide (75 mg, 0.20 mmol) in tetrahydrofuran (0.3 mL) was added 1.40 M methylmagnesium bromide in tetrahydrofuran (0.85 mL, 1.2 mmol). The reaction was stirred at room temperature overnight, quenched with saturated ammonium chloride, and extracted with ethyl acetate. The combined organic layers were washed with brine, dried over magnesium sulfate, and then concentrated to dryness under reduced pre... Yield: 33.0%. Starting materials: C(C)(=O)N[C@@H]1CN(CC1)C=1C(=CC(=C2C=CC=NC12)Cl)C(=O)N(C)OC (8-[(3S)-3-(acetylamino)pyrrolidin-1-yl]-5-chloro-N-methoxy-N-methylquinoline-7-carboxamide), C[Mg]Br (methylmagnesium bromide). The solvent is O1CCCC1 (tetrahydrofuran), O1CCCC1 (tetrahydrofuran). As a reaction SMILES: [C:1]([NH:4][C@H:5]1[CH2:9][CH2:8][N:7]([C:10]2[C:11]([C:21](N(OC)C)=[O:22])=[CH:12][C:13]([Cl:20])=[C:14]3[C:19]=2[N:18]=[CH:17][CH:16]=[CH:15]3)[CH2:6]1)(=[O:3])[CH3:2].[CH3:27][Mg]Br>O1CCCC1>[C:21]([C:11]1[C:10]([N:7]2[CH2:8][CH2:9][C@H:5]([NH:4][C:1](=[O:3])[CH3:2])[CH2:6]2)=[C:19]2[C:14]([CH:15]=[CH:16][CH:17]=[N:18]2)=[C:13]([Cl:20])[CH:12]=1)(=[O:22])[CH3:27]. Yields the product C(C)(=O)C1=CC(=C2C=CC=NC2=C1N1C[C@H](CC1)NC(C)=O)Cl (N-[(3S)-1-(7-acetyl-5-chloroquinolin-8-yl)pyrrolidin-3-yl]acetamide). Reaction conditions: time 8 hour.